Dataset: the Open Reaction Database (ORD), a public repository of structured organic reaction records. Task: describe an organic reaction: reactants, conditions, products, and yield Reactants: CO, [Li+], COC(=O)c1cc(Cl)cnc1N, [OH-], O, O. Product: [Li+], Nc1ncc(Cl)cc1C(=O)[O-]. RXN SMILES: [CH3:17][OH:18].[Li+:2].[NH2:4][c:5]1[c:6]([C:7](=[O:8])[O:9][CH3:10])[cH:11][c:12]([Cl:15])[cH:13][n:14]1.[OH-:1].[OH2:16].[OH2:3]>>[Li+:2].[NH2:4][c:5]1[c:6]([C:7](=[O:8])[O-:9])[cH:11][c:12]([Cl:15])[cH:13][n:14]1.